From a dataset of the Open Reaction Database (ORD), a public repository of structured organic reaction records. describe an organic reaction: reactants, conditions, products, and yield Starting materials: BrC1=C(C=CC=C1)/C=C(\C(=O)OC)/P(=O)(OCC)OCC (Methyl 3-(2-bromophenyl)-2-E-(diethoxyphosphinyl)-2-propenoate), C#CCCCCCCCCCCC (1-tridecyne). Reagents/catalysts: C1(=CC=CC=C1)P(C1=CC=CC=C1)C1=CC=CC=C1 (triphenylphosphine), C(C)(=O)[O-].[Pd+2].C(C)(=O)[O-] (Palladium acetate). The solvent is C(C)N(CC)CC (triethylamine). The product is C(#CCCCCCCCCCCC)C1=C(C=CC=C1)/C=C(\C(=O)OC)/P(=O)(OCC)OCC (Methyl 3-[2-(1-tridecynyl)phenyl]-2-E-(diethoxyphosphinyl)-2-propenoate). Yield: 29.2%. As a reaction SMILES: Br[C:2]1[CH:7]=[CH:6][CH:5]=[CH:4][C:3]=1/[CH:8]=[C:9](/[P:14]([O:19][CH2:20][CH3:21])([O:16][CH2:17][CH3:18])=[O:15])\[C:10]([O:12][CH3:13])=[O:11].[CH:22]#[C:23][CH2:24][CH2:25][CH2:26][CH2:27][CH2:28][CH2:29][CH2:30][CH2:31][CH2:32][CH2:33][CH3:34]>C([O-])(=O)C.[Pd+2].C([O-])(=O)C.C1(P(C2C=CC=CC=2)C2C=CC=CC=2)C=CC=CC=1.C(N(CC)CC)C>[C:22]([C:2]1[CH:7]=[CH:6][CH:5]=[CH:4][C:3]=1/[CH:8]=[C:9](/[P:14]([O:19][CH2:20][CH3:21])([O:16][CH2:17][CH3:18])=[O:15])\[C:10]([O:12][CH3:13])=[O:11])#[C:23][CH2:24][CH2:25][CH2:26][CH2:27][CH2:28][CH2:29][CH2:30][CH2:31][CH2:32][CH2:33][CH3:34] |f:2.3.4|. Procedure details: Methyl 3-(2-bromophenyl)-2-E-(diethoxyphosphinyl)-2-propenoate (11.31 g, 29.99 mmol) prepared according to Example 16 was mixed with 1-tridecyne (9.50 g, 52.68 mmol) and triphenylphosphine (0.214 g, 0.82 mmol) in a 500 ml four-neck round bottom flask equipped with a magnetic stir bar, condenser topped with an argon inlet, and an internal thermometer. Dry triethylamine (156 ml) was added, and the flask was closed. The system was inerted and a bubbler was connected to the argon line. Palladium ace... Reported procedure: The N-acylations are carried out by using the methods employed for the acylation of the cephalosporin nuclei such as 7-ACA and 7-ADCA. In an example of the acylation benzyl 7-amino-3-trifluoromethylsulfonyloxy-1-carba-3-cephem-4-carboxylate in acetonitrile is treated with phenoxyacetyl chloride in the presence of an acid-binding agent such as triethylamine or pyridine to provide benzyl 7-phenoxyacetylamino-3-trifluoromethylsulfonyloxy-1-carba-3-cephem-4-carboxylate. Product: O(C1=CC=CC=C1)CC(=O)NC1[C@@H]2N(C(=C(CC2)OS(=O)(=O)C(F)(F)F)C(=O)OCC2=CC=CC=C2)C1=O (benzyl 7-phenoxyacetylamino-3-trifluoromethylsulfonyloxy-1-carba-3-cephem-4-carboxylate). The reactants are cephalosporin, O(C1=CC=CC=C1)CC(=O)Cl (phenoxyacetyl chloride), NC1[C@@H]2N(C(=C(CC2)OS(=O)(=O)C(F)(F)F)C(=O)OCC2=CC=CC=C2)C1=O (benzyl 7-amino-3-trifluoromethylsulfonyloxy-1-carba-3-cephem-4-carboxylate), CC(=O)OCC1=C(N2[C@@H]([C@@H](C2=O)N)SC1)C(=O)O (7-ACA), CC1=C(N2[C@@H]([C@@H](C2=O)N)SC1)C(=O)O (7-ADCA). Reaction SMILES: CC(OCC1CS[C@@H]2[C@H](N)C(=O)N2C=1C(O)=O)=O.CC1CS[C@@H]2[C@H](N)C(=O)N2C=1C(O)=O.[NH2:33][CH:34]1[C:59](=[O:60])[N:36]2[C:37]([C:49]([O:51][CH2:52][C:53]3[CH:58]=[CH:57][CH:56]=[CH:55][CH:54]=3)=[O:50])=[C:38]([O:41][S:42]([C:45]([F:48])([F:47])[F:46])(=[O:44])=[O:43])[CH2:39][CH2:40][C@H:35]12.[O:61]([CH2:68][C:69](Cl)=[O:70])[C:62]1[CH:67]=[CH:66][CH:65]=[CH:64][CH:63]=1>C(#N)C.N1C=CC=CC=1.C(N(CC)CC)C>[O:61]([CH2:68][C:69]([NH:33][CH:34]1[C:59](=[O:60])[N:36]2[C:37]([C:49]([O:51][CH2:52][C:53]3[CH:54]=[CH:55][CH:56]=[CH:57][CH:58]=3)=[O:50])=[C:38]([O:41][S:42]([C:45]([F:48])([F:47])[F:46])(=[O:44])=[O:43])[CH2:39][CH2:40][C@H:35]12)=[O:70])[C:62]1[CH:67]=[CH:66][CH:65]=[CH:64][CH:63]=1. The solvent is C(C)N(CC)CC (triethylamine), N1=CC=CC=C1 (pyridine), C(C)#N (acetonitrile). The reactants are Cl.C(N)(=N)C1=C2CCC(C2=CC=C1)=O (4-amidino-2,3-dihydro-1H-inden-1-one hydrochloride), Cl.NN1C(=NCC1)N (1,2-diamino-4,5-dihydro-imidazole hydrochloride), CC=1C=CC(=CC1)S(=O)(=O)O (p-toluenesulfonate), C=CC1=CC=CC=C1.C(=C)C1=C(C=CC=C1)C=C (styrene/divinylbenzene), Cl-. The solvent is O (water). Reaction conditions: time 18 hour. Product: Cl.Cl.C(N)(=N)C1=C2CCC(C2=CC=C1)=NN1C(=NCC1)N (1-[4-(Amidino)-2,3-dihydro-1H-inden-1-ylideneamino]-2-amino-4,5-di-hydro-imidazole dihydrochloride). RXN SMILES: [ClH:1].[C:2]([C:5]1[CH:13]=[CH:12][CH:11]=[C:10]2[C:6]=1[CH2:7][CH2:8][C:9]2=O)(=[NH:4])[NH2:3].Cl.[NH2:16][N:17]1[CH2:21][CH2:20][N:19]=[C:18]1[NH2:22].CC1C=CC(S(O)(=O)=O)=CC=1.C=CC1C=CC=CC=1.C(C1C=CC=CC=1C=C)=C>O>[ClH:1].[ClH:1].[C:2]([C:5]1[CH:13]=[CH:12][CH:11]=[C:10]2[C:6]=1[CH2:7][CH2:8][C:9]2=[N:16][N:17]1[CH2:21][CH2:20][N:19]=[C:18]1[NH2:22])(=[NH:4])[NH2:3] |f:0.1,2.3,5.6,8.9.10|. Procedure details: A solution of 0.24 g (0.001 mol) of 4-amidino-2,3-dihydro-1H-inden-1-one hydrochloride and 0.136 g (0.001 mol) of 1,2-diamino-4,5-dihydro-imidazole hydrochloride [m.p. 245°-246° C., prepared from the corresponding p-toluenesulfonate salt, see EP 0 327 919, Example 12, by ion exchange on ®Amberlite IRA-400 (anion exchanger based on a styrene/divinylbenzene polymer with quaternary ammonium groups in the Cl- form; Fluka, Buchs, Switzerland)] in 3 ml of water is left to stand at room temperature for... The reactants are C([O-])(O)=O.[Na+] (sodium bicarbonate), C(C)(C)N(P(OCCC#N)Cl)C(C)C (2-Cyanoethyl diisopropylchlorophosphoramidite), C(C)(=O)OC(C1=CC=C(C=C1)OCCCCC(COC(C1=CC=CC=C1)(C1=CC=C(C=C1)OC)C1=CC=C(C=C1)OC)O)OC(C)=O (Acetyloxy(4-{6-[bis(4-methoxyphenyl)phenylmethoxy]-5-hydroxyhexyloxy }-phenyl)methyl acetate), CO (methanol). The solvent is C(Cl)Cl (methylene chloride), C(C)(C)N(C(C)C)CC (N,N-diisopropylethylamine), C(C)(=O)OCC.CCCCCC (ethyl acetate hexane). Reaction conditions: temperature 25 celsius, time 1 hour. Yields the product C(C)(=O)OC(C1=CC=C(C=C1)OCCCCC(COC(C1=CC=CC=C1)(C1=CC=C(C=C1)OC)C1=CC=C(C=C1)OC)OP(OCCC#N)N(C(C)C)C(C)C)OC(C)=O (Acetyloxy[4-(6-[bis(4-methoxyphenyl)phenylmethoxy]-5-{[bis(methyl ethyl)amino]-(2-cyanoethoxy)phosphinooxy}hexyloxy)phenyl]methyl acetate). RXN SMILES: [CH:1]([N:4]([CH:12]([CH3:14])[CH3:13])[P:5](Cl)[O:6][CH2:7][CH2:8][C:9]#[N:10])([CH3:3])[CH3:2].[C:15]([O:18][CH:19]([O:58][C:59](=[O:61])[CH3:60])[C:20]1[CH:25]=[CH:24][C:23]([O:26][CH2:27][CH2:28][CH2:29][CH2:30][CH:31]([OH:57])[CH2:32][O:33][C:34]([C:49]2[CH:54]=[CH:53][C:52]([O:55][CH3:56])=[CH:51][CH:50]=2)([C:41]2[CH:46]=[CH:45][C:44]([O:47][CH3:48])=[CH:43][CH:42]=2)[C:35]2[CH:40]=[CH:39][CH:38]=[CH:37][CH:36]=2)=[CH:22][CH:21]=1)(=[O:17])[CH3:16].CO.C(=O)(O)[O-].[Na+]>C(Cl)Cl.C(N(CC)C(C)C)(C)C.C(OCC)(=O)C.CCCCCC>[C:15]([O:18][CH:19]([O:58][C:59](=[O:61])[CH3:60])[C:20]1[CH:25]=[CH:24][C:23]([O:26][CH2:27][CH2:28][CH2:29][CH2:30][CH:31]([O:57][P:5]([N:4]([CH:12]([CH3:14])[CH3:13])[CH:1]([CH3:3])[CH3:2])[O:6][CH2:7][CH2:8][C:9]#[N:10])[CH2:32][O:33][C:34]([C:41]2[CH:42]=[CH:43][C:44]([O:47][CH3:48])=[CH:45][CH:46]=2)([C:49]2[CH:50]=[CH:51][C:52]([O:55][CH3:56])=[CH:53][CH:54]=2)[C:35]2[CH:40]=[CH:39][CH:38]=[CH:37][CH:36]=2)=[CH:22][CH:21]=1)(=[O:17])[CH3:16] |f:3.4,7.8|. Reported procedure: 2-Cyanoethyl diisopropylchlorophosphoramidite (0.49 ml, 2.19 mmol) was added to a solution of 9 (0.83 g, 1.29 mmol) dissolved in 32 ml of anhydrous methylene chloride containing 0.67 ml of N,N-diisopropylethylamine. The reaction solution was stirred for 1.0 h at 25° C. under argon and then treated with 1.0 ml of methanol and poured into 300 ml of 5% sodium bicarbonate solution. The mixture was extracted with ethyl acetate (300 ml) and the extract was dried over sodium sulfate and evaporated. The... The yield is 78.5%. Procedure: This compound was prepared according to the procedure used to synthesize the compound of Example 1. A mixture of 3.0 g (0.01 mole) of [α,α-bis(4-fluorophenyl)]-3-piperidinemethanol, 2.4 g (0.01 mole) of 1-[4-(3-chloropropoxy)-3-methoxyphenyl]ethanone, 3.7 g (0.035 mole) of anhydrous sodium carbonate and 0.4 g of potassium iodide in 100 ml of 1-butanol gave 4.0 g (78%) of the title compound as an off-white solid, mp 100°-105° C. (2-propanol). Yields the product FC1=CC=C(C=C1)C(C1CN(CCC1)CCCOC1=C(C=C(C=C1)C(C)=O)OC)(O)C1=CC=C(C=C1)F (1-[4-[3-[3-[Bis(4-fluorophenyl)hydroxymethyl]-1-piperidinyl]propoxy]-3-methoxyphenyl]ethanone). RXN SMILES: C(O)(=O)C(O)=O.C1(C(C2C=CC=CC=2)=C2CCN(CCCOC3C=CC=CC=3)CC2)C=CC=CC=1.[F:36][C:37]1[CH:42]=[CH:41][C:40]([C:43]([C:51]2[CH:56]=[CH:55][C:54]([F:57])=[CH:53][CH:52]=2)([CH:45]2[CH2:50][CH2:49][CH2:48][NH:47][CH2:46]2)[OH:44])=[CH:39][CH:38]=1.Cl[CH2:59][CH2:60][CH2:61][O:62][C:63]1[CH:68]=[CH:67][C:66]([C:69](=[O:71])[CH3:70])=[CH:65][C:64]=1[O:72][CH3:73].C(=O)([O-])[O-].[Na+].[Na+].[I-].[K+]>C(O)CCC.CC(O)C>[F:36][C:37]1[CH:42]=[CH:41][C:40]([C:43]([C:51]2[CH:52]=[CH:53][C:54]([F:57])=[CH:55][CH:56]=2)([OH:44])[CH:45]2[CH2:50][CH2:49][CH2:48][N:47]([CH2:59][CH2:60][CH2:61][O:62][C:63]3[CH:68]=[CH:67][C:66]([C:69](=[O:71])[CH3:70])=[CH:65][C:64]=3[O:72][CH3:73])[CH2:46]2)=[CH:39][CH:38]=1 |f:0.1,4.5.6,7.8|. Run in CC(C)O (2-propanol), C(CCC)O (1-butanol). Starting materials: C(C(=O)O)(=O)O.C1(=CC=CC=C1)C(=C1CCN(CC1)CCCOC1=CC=CC=C1)C1=CC=CC=C1 (4-(Diphenylmethylene)-1-(3-phenoxypropyl)piperidine oxalate), FC1=CC=C(C=C1)C(O)(C1CNCCC1)C1=CC=C(C=C1)F ([α,α-bis(4-fluorophenyl)]-3-piperidinemethanol), ClCCCOC1=C(C=C(C=C1)C(C)=O)OC (1-[4-(3-chloropropoxy)-3-methoxyphenyl]ethanone), C([O-])([O-])=O.[Na+].[Na+] (sodium carbonate), [I-].[K+] (potassium iodide). Starting materials: CC(C)(C)c1cc(NC(=O)Oc2ccccc2)n(-c2cncc(F)c2)n1, C1CCOC1, COc1cc2ncnc(Sc3cccc(N)c3)c2cc1OC, CN(C)c1ccncc1. The product is COc1cc2ncnc(Sc3cccc(NC(=O)Nc4cc(C(C)(C)C)nn4-c4cncc(F)c4)c3)c2cc1OC. As a reaction SMILES: [C:23]([CH3:24])([CH3:25])([CH3:26])[c:27]1[n:28][n:29](-[c:42]2[cH:43][n:44][cH:45][c:46]([F:48])[cH:47]2)[c:30]([NH:32][C:33]([O:34][c:36]2[cH:37][cH:38][cH:39][cH:40][cH:41]2)=[O:35])[cH:31]1.[CH2:49]1[O:50][CH2:51][CH2:52][CH2:53]1.[CH3:1][O:2][c:3]1[cH:4][c:5]2[c:6]([S:15][c:16]3[cH:17][c:18]([NH2:19])[cH:20][cH:21][cH:22]3)[n:7][cH:8][n:9][c:10]2[cH:11][c:12]1[O:13][CH3:14].[CH3:54][N:55]([c:56]1[cH:57][cH:58][n:59][cH:60][cH:61]1)[CH3:62]>>[CH3:1][O:2][c:3]1[cH:4][c:5]2[c:6]([S:15][c:16]3[cH:17][c:18]([NH:19][C:33]([NH:32][c:30]4[n:29](-[c:42]5[cH:43][n:44][cH:45][c:46]([F:48])[cH:47]5)[n:28][c:27]([C:23]([CH3:24])([CH3:25])[CH3:26])[cH:31]4)=[O:34])[cH:20][cH:21][cH:22]3)[n:7][cH:8][n:9][c:10]2[cH:11][c:12]1[O:13][CH3:14].